Dataset: the Open Reaction Database (ORD), a public repository of structured organic reaction records. Task: describe an organic reaction: reactants, conditions, products, and yield Starting materials: S(=O)=O (sulfur dioxide), [N+](=O)([O-])[O-].[Na+] (sodium nitrate), Cl.O (hydrochloric acid water), NC1=C(C=CC(=C1)C#N)[C@H]1N(C(N(C(=C1C#N)C)C1=CC(=CC=C1)C(F)(F)F)=O)C ((4R)-4-(2-amino-4-cyanophenyl)-3,6-dimethyl-2-oxo-1-[3-(trifluoromethyl)phenyl]-1,2,3,4-tetrahydropyrimidine-5-carbonitrile), ice. The reagents and catalysts are [Cu]Cl (copper(I) chloride). The solvent is O (water), C(C)(=O)O (acetic acid), C(C)(=O)O (acetic acid). Conditions: temperature 0 celsius, time 40 minute. The product is C(#N)C=1C=CC(=C(C1)S(=O)(=O)Cl)[C@H]1N(C(N(C(=C1C#N)C)C1=CC(=CC=C1)C(F)(F)F)=O)C (5-Cyano-2-{(4S)-5-cyano-3,6-dimethyl-2-oxo-1-[3-(trifluoromethyl)phenyl]-1,2,3,4-tetrahydropyrimidin-4-yl}benzenesulfonyl chloride). Reaction SMILES: N[C:2]1[CH:7]=[C:6]([C:8]#[N:9])[CH:5]=[CH:4][C:3]=1[C@@H:10]1[C:15]([C:16]#[N:17])=[C:14]([CH3:18])[N:13]([C:19]2[CH:24]=[CH:23][CH:22]=[C:21]([C:25]([F:28])([F:27])[F:26])[CH:20]=2)[C:12](=[O:29])[N:11]1[CH3:30].[ClH:31].O.[N+]([O-])([O-])=O.[Na+].[S:38](=[O:40])=[O:39]>O.C(O)(=O)C.[Cu]Cl>[C:8]([C:6]1[CH:5]=[CH:4][C:3]([C@@H:10]2[C:15]([C:16]#[N:17])=[C:14]([CH3:18])[N:13]([C:19]3[CH:24]=[CH:23][CH:22]=[C:21]([C:25]([F:26])([F:27])[F:28])[CH:20]=3)[C:12](=[O:29])[N:11]2[CH3:30])=[C:2]([S:38]([Cl:31])(=[O:40])=[O:39])[CH:7]=1)#[N:9] |f:1.2,3.4|. Procedure details: Under argon, (4R)-4-(2-amino-4-cyanophenyl)-3,6-dimethyl-2-oxo-1-[3-(trifluoromethyl)phenyl]-1,2,3,4-tetrahydropyrimidine-5-carbonitrile (2.1 g, 5.1 mmol) was initially charged in a 2:1:1 mixture of acetic acid/conc. hydrochloric acid/water (50 ml in total) at −10° C. A solution of sodium nitrate (371 mg, 5.38 mmol) in water (2 ml) was then slowly added dropwise, and the mixture was stirred at from −10° C. to −5° C. for 40 min. This solution was then added to 45 ml of a sulfur dioxide-saturated ... Reactants: cyanate ester, ClC=1C=C(C=C(C1OC#N)Cl)C(C)(C)C1=CC(=C(C(=C1)Cl)OC#N)Cl (2,2-bis(3,5-dichloro-4-cyanatophenyl)propane), cyanogen halide, O(C#N)C1=CC(=CC2=CC(=CC=C12)OC#N)OC#N (1,3,6-tricyanato naphthalene), O(C#N)C1=CC=C(C=C1)S(=O)(=O)C1=CC=C(C=C1)OC#N (bis(4-cyanatophenyl)sulfone), O(C#N)C1=CC=C(C=C1)OC1=CC=C(C=C1)OC#N (bis(4-cyanatophenyl)ether), bis(3,5-dimethyl-4-dicyanatophenyl)methane, O(C#N)C1=CC=C(C=C1)SC1=CC=C(C=C1)OC#N (bis(4-cyanatophenyl)thioether), O(C#N)C1=CC=C(C=C1)C(C)(C)C1=CC=C(C=C1)OC#N (2,2-bis(4-cyanatophenyl)propane), bis(4-dicyanatophenyl)methane, 1,3- or 1,4-dicyanato benzene, O(C#N)C1=CC=C(C=C1)OP(=O)(OC1=CC=C(C=C1)OC#N)OC1=CC=C(C=C1)OC#N (tris(4-cyanatophenyl)phosphate), novolak-cyanates, OH, 2,7-dicyanate naphthalene, CC=1C=C(C=C(C1OC#N)C)C(C)(C)C1=CC(=C(C(=C1)C)OC#N)C (2,2-bis(3,5-dimethyl-4-cyanatophenyl)propane), 2,2-bis(3,5-dibrome-4-cyanatophenyl)propane, O(C#N)C1=CC=C(C=C1)OP(OC1=CC=C(C=C1)OC#N)OC1=CC=C(C=C1)OC#N (tris(4-cyanatophenyl)phosphite), O(C#N)C1=CC(=CC(=C1)OC#N)OC#N (1,3,5-tricyanatobenzene), O(C#N)C1=CC=C(C=C1)C1=CC=C(C=C1)OC#N (4,4'-dicyanato biphenyl). Yields the product [O-]C#N.C(=CC1=CC=CC=C1)C1=NC=CC=C1 (styryl pyridine cyanate). Reaction SMILES: [O:1]([C:4]1[CH:9]=[C:8](OC#N)[CH:7]=[C:6](OC#N)[CH:5]=1)[C:2]#[N:3].O([C:19]1[C:28]2[C:23](=[CH:24][C:25](OC#N)=[CH:26][CH:27]=2)C=C(OC#N)C=1)C#N.O(C1C=CC(C2C=CC(OC#N)=CC=2)=CC=1)C#[N:37].O(C1C=CC(C(C2C=CC(OC#N)=CC=2)(C)C)=CC=1)C#N.ClC1C=C(C(C2C=C(Cl)C(OC#N)=C(Cl)C=2)(C)C)C=C(Cl)C=1OC#N.CC1C=C(C(C2C=C(C)C(OC#N)=C(C)C=2)(C)C)C=C(C)C=1OC#N.O(C1C=CC(OC2C=CC(OC#N)=CC=2)=CC=1)C#N.O(C1C=CC(SC2C=CC(OC#N)=CC=2)=CC=1)C#N.O(C1C=CC(S(C2C=CC(OC#N)=CC=2)(=O)=O)=CC=1)C#N.O(C1C=CC(OP(OC2C=CC(OC#N)=CC=2)OC2C=CC(OC#N)=CC=2)=CC=1)C#N.O(C1C=CC(OP(OC2C=CC(OC#N)=CC=2)(OC2C=CC(OC#N)=CC=2)=O)=CC=1)C#N>>[O-:1][C:2]#[N:3].[CH:28]([C:23]1[CH:24]=[CH:25][CH:26]=[CH:27][N:37]=1)=[CH:19][C:4]1[CH:5]=[CH:6][CH:7]=[CH:8][CH:9]=1 |f:11.12|. Procedure details: Examples of these cyanate ester compounds include 1,3- or 1,4-dicyanato benzene, 1,3,5-tricyanatobenzene, 1,3-, 1,4-, 1,6-, 1,8-, 2,6- or 2,7-dicyanate naphthalene, 1,3,6-tricyanato naphthalene, 4,4'-dicyanato biphenyl, bis(4-dicyanatophenyl)methane, bis(3,5-dimethyl-4-dicyanatophenyl)methane, 2,2-bis(4-cyanatophenyl)propane, 2,2-bis(3,5-dichloro-4-cyanatophenyl)propane, 2,2-bis(3,5-dibrome-4-cyanatophenyl)propane, 2,2-bis(3,5-dimethyl-4-cyanatophenyl)propane, bis(4-cyanatophenyl)ether, bis(4-cy... The reactants are CCS, COc1ccc2c(-c3c(-c4ccccn4)nn4ccccc34)ccnc2c1, [H-], [Na+], CN(C)C=O. Product: Oc1ccc2c(-c3c(-c4ccccn4)nn4ccccc34)ccnc2c1. RXN SMILES: [CH2:1]([SH:2])[CH3:3].[CH3:6][O:7][c:8]1[cH:9][cH:10][c:11]2[c:12](-[c:18]3[c:19](-[c:27]4[n:28][cH:29][cH:30][cH:31][cH:32]4)[n:20][n:21]4[c:22]3[cH:23][cH:24][cH:25][cH:26]4)[cH:13][cH:14][n:15][c:16]2[cH:17]1.[H-:4].[Na+:5].[O:33]=[CH:34][N:35]([CH3:36])[CH3:37]>>[OH:7][c:8]1[cH:9][cH:10][c:11]2[c:12](-[c:18]3[c:19](-[c:27]4[n:28][cH:29][cH:30][cH:31][cH:32]4)[n:20][n:21]4[c:22]3[cH:23][cH:24][cH:25][cH:26]4)[cH:13][cH:14][n:15][c:16]2[cH:17]1. Reactants: CCOC(C)=O, COC(=O)c1c(-c2ccc(Cl)cc2)sc(Br)c1NC(=O)OCc1ccccc1, CCO, ClCCl. The product is COC(=O)c1c(NC(=O)OCc2ccccc2)csc1-c1ccc(Cl)cc1. As a reaction SMILES: [C:32]([O:33][CH2:34][CH3:35])(=[O:36])[CH3:37].[CH2:1]([c:2]1[cH:3][cH:4][cH:5][cH:6][cH:7]1)[O:8][C:9](=[O:10])[NH:11][c:12]1[c:13]([C:25](=[O:26])[O:27][CH3:28])[c:14](-[c:18]2[cH:19][cH:20][c:21]([Cl:24])[cH:22][cH:23]2)[s:15][c:16]1[Br:17].[CH2:38]([OH:39])[CH3:40].[Cl:29][CH2:30][Cl:31]>>[CH2:1]([c:2]1[cH:3][cH:4][cH:5][cH:6][cH:7]1)[O:8][C:9](=[O:10])[NH:11][c:12]1[c:13]([C:25](=[O:26])[O:27][CH3:28])[c:14](-[c:18]2[cH:19][cH:20][c:21]([Cl:24])[cH:22][cH:23]2)[s:15][cH:16]1. Reaction SMILES: Cl[C:2]1[CH:7]=[CH:6][C:5]([N+:8]([O-:10])=[O:9])=[CH:4][N:3]=1.[CH3:11][N:12]1[CH2:17][CH2:16][NH:15][CH2:14][CH2:13]1>C(O)C>[CH3:11][N:12]1[CH2:17][CH2:16][N:15]([C:2]2[CH:7]=[CH:6][C:5]([N+:8]([O-:10])=[O:9])=[CH:4][N:3]=2)[CH2:14][CH2:13]1. Reactants: ClC1=NC=C(C=C1)[N+](=O)[O-] (2-chloro-5-nitropyridine), CN1CCNCC1 (N-methylpiperazine). Product: CN1CCN(CC1)C1=NC=C(C=C1)[N+](=O)[O-] (2-(N-methylpiperazino)-5-nitropyridine). Procedure: A 500 ml. 3-neck, r.b. flask fitted with y-tube and condenser and thermometer, stirrer and addition funnel was charged with a mixture of 2-chloro-5-nitropyridine (15.8 g. 0.1 mole) in ethanol (300 ml.). To this was added N-methylpiperazine (20 g. 0.2 mole) dropwise while stirring. After the addition (ca. 5 min.), the mixture was heated at reflux for 3 hr. while stirring continued. The solution was chilled to 5°C and the crystals were collected by filtration and dried at 60°C to yield 12 g. yello... Conditions: temperature 5 celsius. Run in C(C)O (ethanol). Reactants: C(#C)C1(CCC(CC1)C1CCC(CC1)CCCCC)CCCCC (4-ethynyl-4,4′-dipentylbicyclohexyl), N1=CC=CC=C1 (pyridine). Reagents/catalysts: O.C(C)(=O)[O-].[Cu+2].C(C)(=O)[O-] (copper(II) acetate monohydrate). Run in CO (methanol). Conditions: time 1.5 hour. The product is C(CCCC)C1(CCC(CC1)C1CCC(CC1)CCCCC)C#CC#CC1(CCC(CC1)C1CCC(CC1)CCCCC)CCCCC (4-[4-(4,4′-dipentylbicyclohexyl-4-yl)buta-1,3-diynyl]-4,4′-dipentylbicyclohexyl). As a reaction SMILES: [C:1]([C:3]1([CH2:20][CH2:21][CH2:22][CH2:23][CH3:24])[CH2:8][CH2:7][CH:6]([CH:9]2[CH2:14][CH2:13][CH:12]([CH2:15][CH2:16][CH2:17][CH2:18][CH3:19])[CH2:11][CH2:10]2)[CH2:5][CH2:4]1)#[CH:2].N1[CH:30]=[CH:29][CH:28]=[CH:27][CH:26]=1>O.C([O-])(=O)C.[Cu+2].C([O-])(=O)C.CO>[CH2:1]([C:3]1([C:20]#[C:21][C:22]#[C:23][C:24]2([CH2:11][CH2:10][CH2:9][CH2:14][CH3:13])[CH2:30][CH2:29][CH:28]([CH:6]3[CH2:7][CH2:8][CH:3]([CH2:20][CH2:21][CH2:22][CH2:23][CH3:24])[CH2:4][CH2:5]3)[CH2:27][CH2:26]2)[CH2:4][CH2:5][CH:6]([CH:9]2[CH2:14][CH2:13][CH:12]([CH2:15][CH2:16][CH2:17][CH2:18][CH3:19])[CH2:11][CH2:10]2)[CH2:7][CH2:8]1)[CH2:2][CH2:16][CH2:15][CH3:12] |f:2.3.4.5|. Reported procedure: A mixture of 5.00 g of 4-ethynyl-4,4′-dipentylbicyclohexyl, 12.5 ml of pyridine, 12.5 ml of methanol and 3.635 g of copper(II) acetate monohydrate is stirred at RT for 1.5 hours and subsequently heated at the boil. The mixture is stirred for 10 hours and subjected to conventional work-up, giving 4-[4-(4,4′-dipentylbicyclohexyl-4-yl)buta-1,3-diynyl]-4,4′-dipentylbicyclohexyl (C 77 SmB 198 I, Δn=0.013, Δε=−0.27).